This data is from the Open Reaction Database (ORD), a public repository of structured organic reaction records. The task is: describe an organic reaction: reactants, conditions, products, and yield The reactants are COC(=O)c1ccc2c(C3CCCCC3)c3n(c2c1)CC(CN(C)CCN(C)CCCS(=O)(=O)NC(=O)OC(C)(C)C)N(C)c1ccccc1-3, ClCCl, O=C(O)C(F)(F)F. Product: COC(=O)c1ccc2c(C3CCCCC3)c3n(c2c1)CC(CN(C)CCN(C)CCCS(N)(=O)=O)N(C)c1ccccc1-3. As a reaction SMILES: [CH:1]1([c:7]2[c:8]3[cH:9][cH:10][c:11]([C:47](=[O:48])[O:49][CH3:50])[cH:12][c:13]3[n:14]3[c:20]2-[c:19]2[c:18]([cH:24][cH:23][cH:22][cH:21]2)[N:17]([CH3:25])[CH:16]([CH2:26][N:27]([CH2:28][CH2:29][N:30]([CH2:31][CH2:32][CH2:33][S:34]([NH:35][C:36](=[O:37])[O:38][C:39]([CH3:40])([CH3:41])[CH3:42])(=[O:43])=[O:44])[CH3:45])[CH3:46])[CH2:15]3)[CH2:2][CH2:3][CH2:4][CH2:5][CH2:6]1.[Cl:58][CH2:59][Cl:60].[F:51][C:52]([F:53])([F:54])[C:55]([OH:56])=[O:57]>>[CH:1]1([c:7]2[c:8]3[cH:9][cH:10][c:11]([C:47](=[O:48])[O:49][CH3:50])[cH:12][c:13]3[n:14]3[c:20]2-[c:19]2[c:18]([cH:24][cH:23][cH:22][cH:21]2)[N:17]([CH3:25])[CH:16]([CH2:26][N:27]([CH2:28][CH2:29][N:30]([CH2:31][CH2:32][CH2:33][S:34]([NH2:35])(=[O:43])=[O:44])[CH3:45])[CH3:46])[CH2:15]3)[CH2:2][CH2:3][CH2:4][CH2:5][CH2:6]1. The reactants are CI (methyl iodide), C([O-])([O-])=O.[K+].[K+] (potassium carbonate), N1C=C(C2=CC=CC=C12)/C=C/C(=O)C1=CC(=C(C(=C1)OC)OC)OC ((E)-3-(Indol-3-yl)-1-(3,4,5-trimethoxyphenyl)-2-propen-1-one). Yield: 81.6%. As a reaction SMILES: [NH:1]1[C:9]2[C:4](=[CH:5][CH:6]=[CH:7][CH:8]=2)[C:3](/[CH:10]=[CH:11]/[C:12]([C:14]2[CH:19]=[C:18]([O:20][CH3:21])[C:17]([O:22][CH3:23])=[C:16]([O:24][CH3:25])[CH:15]=2)=[O:13])=[CH:2]1.CI.[C:28](=O)([O-])[O-].[K+].[K+]>CC(C)=O>[CH3:28][N:1]1[C:9]2[C:4](=[CH:5][CH:6]=[CH:7][CH:8]=2)[C:3](/[CH:10]=[CH:11]/[C:12]([C:14]2[CH:19]=[C:18]([O:20][CH3:21])[C:17]([O:22][CH3:23])=[C:16]([O:24][CH3:25])[CH:15]=2)=[O:13])=[CH:2]1 |f:2.3.4|. The solvent is CC(=O)C (acetone). Reported procedure: Compound 1 (1.0 g) obtained in Example 1 was dissolved in acetone (50 ml), and methyl iodide (1.42 g) and potassium carbonate (1.0 g) were added thereto, followed by heating under reflux for 72 hours. Insoluble matters were filtered off, and the filtrate was concentrated under reduced pressure. The residue was suspended in ethyl acetate (20 ml) in a condition of heating under reflux, and insoluble matters were filtered off. Hexane (25 ml) was added to the filtrate, and the precipitated crystals ... Product: CN1C=C(C2=CC=CC=C12)/C=C/C(=O)C1=CC(=C(C(=C1)OC)OC)OC ((E)-3-(1-Methylindol-3-yl)-1-(3,4,5-trimethoxyphenyl)-2-propen-1-one). Reactants: S(=O)(=O)(OCCCCCCCCCCCC)[O-].[Mg+2].C(CCCCCCCCCCC)OS(=O)(=O)[O-] (magnesium lauryl sulfate), C(CCCCCCCCCCC)O (lauryl alcohol). Product: C(CCCCCCCCCCC)(=O)O (lauric acid). RXN SMILES: S([O-])([O:4][CH2:5][CH2:6][CH2:7][CH2:8][CH2:9][CH2:10][CH2:11][CH2:12][CH2:13][CH2:14][CH2:15][CH3:16])(=O)=O.[Mg+2].C([O:31]S([O-])(=O)=O)CCCCCCCCCCC.C(O)CCCCCCCCCCC>>[C:5]([OH:31])(=[O:4])[CH2:6][CH2:7][CH2:8][CH2:9][CH2:10][CH2:11][CH2:12][CH2:13][CH2:14][CH2:15][CH3:16] |f:0.1.2|. Procedure details: The magnesium lauryl sulfate is desirably prepared from lauryl alcohol, resulting from the hydrogenation of lauric acid, but alternatively may be prepared from other fatty acids. RXN SMILES: C[O:2][C:3](=[O:37])[C:4]1[CH:9]=[CH:8][CH:7]=[C:6]([C:10]2[O:11][C:12]([CH3:36])=[C:13]([CH2:15][N:16]3[C:24]4[C:19](=[CH:20][C:21]([C:25]([OH:34])([C:30]([F:33])([F:32])[F:31])[C:26]([F:29])([F:28])[F:27])=[CH:22][CH:23]=4)[CH2:18][CH:17]3[CH3:35])[N:14]=2)[CH:5]=1.[Li+].[OH-].Cl>CCOCC>[CH3:36][C:12]1[O:11][C:10]([C:6]2[CH:5]=[C:4]([CH:9]=[CH:8][CH:7]=2)[C:3]([OH:37])=[O:2])=[N:14][C:13]=1[CH2:15][N:16]1[C:24]2[C:19](=[CH:20][C:21]([C:25]([OH:34])([C:30]([F:33])([F:32])[F:31])[C:26]([F:27])([F:28])[F:29])=[CH:22][CH:23]=2)[CH2:18][CH:17]1[CH3:35] |f:1.2|. Procedure: A solution of 50 mg (0.095 mmol) of 3-{5-methyl-4-[2-methyl-5-(2,2,2-trifluoro-1-hydroxy-1-trifluoromethyl-ethyl)-2,3-dihydro-indol-1-ylmethyl]-oxazol-2-yl}-benzoic acid methyl ester (example 90) was added 1 mL of a 1M aqueous LiOH-solution and the mixture stirred at RT for 1 h. After acidification with aqueous HCl to pH of ca 3–4, Et2O was added, the phases were separated and the aqueous one extracted with Et2O. The combined organic phases were dried over Na2SO4 and evaporated to yield 49 mg (q... Isolated yield 100.3%. Product: CC1=C(N=C(O1)C=1C=C(C(=O)O)C=CC1)CN1C(CC2=CC(=CC=C12)C(C(F)(F)F)(C(F)(F)F)O)C (3-{5-methyl-4-[2-methyl-5-(2,2,2-trifluoro-1-hydroxy-1-trifluoromethyl-ethyl)-2,3-dihydro-indol-1-ylmethyl]-oxazol-2-yl}-benzoic acid). Starting materials: COC(C1=CC(=CC=C1)C=1OC(=C(N1)CN1C(CC2=CC(=CC=C12)C(C(F)(F)F)(C(F)(F)F)O)C)C)=O (3-{5-methyl-4-[2-methyl-5-(2,2,2-trifluoro-1-hydroxy-1-trifluoromethyl-ethyl)-2,3-dihydro-indol-1-ylmethyl]-oxazol-2-yl}-benzoic acid methyl ester), [Li+].[OH-] (LiOH), Cl (HCl). Run in CCOCC (Et2O). Reaction conditions: time 1 hour. The reactants are NC1=NC(=C(C(N1)=O)O)C (2-Amino-5-hydroxy-6-methyl-4-pyrimidone), C(C)(=O)OC(C)=O (acetic anhydride). Run in N1=CC=CC=C1 (pyridine). Reaction conditions: temperature 25 celsius, time 18 hour. Yields the product C(C)(=O)OC=1C(NC(=NC1C)N)=O (5-Acetoxy-2-amino-6-methyl-4-pyrimidone). Reaction SMILES: [NH2:1][C:2]1[NH:7][C:6](=[O:8])[C:5]([OH:9])=[C:4]([CH3:10])[N:3]=1.[C:11](OC(=O)C)(=[O:13])[CH3:12]>N1C=CC=CC=1>[C:11]([O:9][C:5]1[C:6](=[O:8])[NH:7][C:2]([NH2:1])=[N:3][C:4]=1[CH3:10])(=[O:13])[CH3:12]. Procedure details: 2-Amino-5-hydroxy-6-methyl-4-pyrimidone (0.88 g, prepared as described in Hull, J. Chem. Soc., 2033 (1956)), was treated with pyridine (5 ml) and acetic anhydride (0.5 ml) at 0° C. The reaction mixture was stirred at 25° C. for 18 hours. Filtration provided a white solid (0.64 g). Recrystallization (absolute ethanol) afforded a white crystalline solid (m.p.: 273°-276° C.).